Dataset: the Open Reaction Database (ORD), a public repository of structured organic reaction records. Task: describe an organic reaction: reactants, conditions, products, and yield Starting materials: CCOC(=O)C(C)Br, CS(C)=O, CO, Oc1ncn(-c2ccc(Cl)c(Cl)c2)n1, [Na]. The product is CCOC(=O)C(C)Oc1ncn(-c2ccc(Cl)c(Cl)c2)n1. Reaction SMILES: [Br:18][CH:19]([C:20](=[O:21])[O:22][CH2:23][CH3:24])[CH3:25].[CH3:26][S:27]([CH3:28])=[O:29].[CH3:2][OH:3].[Cl:4][c:5]1[cH:6][c:7](-[n:12]2[n:13][c:14]([OH:17])[n:15][cH:16]2)[cH:8][cH:9][c:10]1[Cl:11].[Na:1]>>[Cl:4][c:5]1[cH:6][c:7](-[n:12]2[n:13][c:14]([O:17][CH:19]([C:20](=[O:21])[O:22][CH2:23][CH3:24])[CH3:25])[n:15][cH:16]2)[cH:8][cH:9][c:10]1[Cl:11]. Reactants: FC1(CCN(CC1)C(=O)C1=CC=2C(=NC=C(C2)OCCCN2[C@@H](CCC2)C)N1)F ((4,4-Difluoro-piperidin-1-yl)-{5-[3-((R)-2-methyl-pyrrolidin-1-yl)-propoxy]-1H-pyrrolo[2,3-b]pyridin-2-yl}-methanone), [H-].[Na+] (sodium hydride), CS(=O)(=O)Cl (methanesulfonyl chloride). Yields the product FC1(CCN(CC1)C(=O)C1=CC=2C(=NC=C(C2)OCCCN2[C@@H](CCC2)C)N1S(=O)(=O)C)F ((4,4-Difluoro-piperidin-1-yl)-{1-methanesulfonyl-5-[3-((R)-2-methyl-pyrrolidin-1-yl)-propoxy]-1H-pyrrolo[2,3-b]pyridin-2-yl}-methanone). Isolated yield 53.0%. As a reaction SMILES: [F:1][C:2]1([F:29])[CH2:7][CH2:6][N:5]([C:8]([C:10]2[NH:28][C:13]3=[N:14][CH:15]=[C:16]([O:18][CH2:19][CH2:20][CH2:21][N:22]4[CH2:26][CH2:25][CH2:24][C@H:23]4[CH3:27])[CH:17]=[C:12]3[CH:11]=2)=[O:9])[CH2:4][CH2:3]1.[H-].[Na+].[CH3:32][S:33](Cl)(=[O:35])=[O:34]>>[F:29][C:2]1([F:1])[CH2:7][CH2:6][N:5]([C:8]([C:10]2[N:28]([S:33]([CH3:32])(=[O:35])=[O:34])[C:13]3=[N:14][CH:15]=[C:16]([O:18][CH2:19][CH2:20][CH2:21][N:22]4[CH2:26][CH2:25][CH2:24][C@H:23]4[CH3:27])[CH:17]=[C:12]3[CH:11]=2)=[O:9])[CH2:4][CH2:3]1 |f:1.2|. Procedure details: The title compound was synthesized in analogy to example 18 from (4,4-difluoro-piperidin-1-yl)-{5-[3-((R)-2-methyl-pyrrolidin-1-yl)-propoxy]-1H-pyrrolo[2,3-b]pyridin-2-yl}-methanone (example 10)), sodium hydride and methanesulfonyl chloride, to give the desired product as a light yellow oil (53%). Reactants: CC(=O)OC(C)=O, CN(C)c1ccncc1, Cc1cc(Cl)nc2c1NC(=O)c1cccnc1N2C1CC1. The product is CC(=O)N1C(=O)c2cccnc2N(C2CC2)c2nc(Cl)cc(C)c21. RXN SMILES: [CH3:22][C:23](=[O:24])[O:25][C:26](=[O:27])[CH3:28].[CH3:29][N:30]([CH3:31])[c:32]1[cH:33][cH:34][n:35][cH:36][cH:37]1.[Cl:1][c:2]1[cH:3][c:4]([CH3:21])[c:5]2[c:11]([n:12]1)[N:10]([CH:13]1[CH2:14][CH2:15]1)[c:9]1[c:8]([cH:19][cH:18][cH:17][n:16]1)[C:7](=[O:20])[NH:6]2>>[Cl:1][c:2]1[cH:3][c:4]([CH3:21])[c:5]2[c:11]([n:12]1)[N:10]([CH:13]1[CH2:14][CH2:15]1)[c:9]1[c:8]([cH:19][cH:18][cH:17][n:16]1)[C:7](=[O:20])[N:6]2[C:23]([CH3:22])=[O:24]. Reactants: C1(CC1)[Mg]Br.C1CCOC1 (cyclopropylmagnesium bromide THF), [Cl-].[NH4+] (ammonium chloride), ClC1=CC(=NC=2N1N=CC2)C2=CC=C(C=C2)Cl (7-chloro-5-(4-chloro-phenyl)-pyrazolo[1,5-a]pyrimidine), tetrakis(triphenylphosphin)palladium, [Cl-].C1(CC1)[Zn+].C1CCOC1 (cyclopropylzinc chloride THF). Reagents/catalysts: [Cl-].[Zn+2].[Cl-].C1CCOC1 (zinc chloride THF). The solvent is C1CCOC1 (THF). Reaction conditions: time 1 hour. The product is ClC1=CC=C(C=C1)C1=NC=2N(C(=C1)C1CC1)N=CC2C(=O)O (5-(4-Chloro-phenyl)-7-cyclopropyl-pyrazolo[1,5-a]pyrimidine-3-carboxylic acid). Reaction SMILES: Cl[C:2]1[N:7]2[N:8]=[CH:9][CH:10]=[C:6]2[N:5]=[C:4]([C:11]2[CH:16]=[CH:15][C:14]([Cl:17])=[CH:13][CH:12]=2)[CH:3]=1.[Cl-].[CH:19]1([Zn+])[CH2:21][CH2:20]1.C1[CH2:27][O:26]CC1.C1([Mg]Br)CC1.C1C[O:36]CC1.[Cl-].[NH4+]>C1COCC1.[Cl-].[Zn+2].[Cl-].C1COCC1>[Cl:17][C:14]1[CH:15]=[CH:16][C:11]([C:4]2[CH:3]=[C:2]([CH:19]3[CH2:21][CH2:20]3)[N:7]3[N:8]=[CH:9][C:10]([C:27]([OH:26])=[O:36])=[C:6]3[N:5]=2)=[CH:12][CH:13]=1 |f:1.2.3,4.5,6.7,9.10.11.12|. Reported procedure: To a solution of 7-chloro-5-(4-chloro-phenyl)-pyrazolo[1,5-a]pyrimidine (4.0 g, 12.0 mmol), tetrakis(triphenylphosphin)palladium (1.15 g, 1.0 mmol) in THF (20 mL) was added at 20° C. 0.25 M cyclopropylzinc chloride/THF suspension (ca.192 mL, 48 mol; freshly prepared by stirring a mixture of 96 mL of 0.5 M cyclopropylmagnesium bromide/THF and 96 mL of 0.5 M zinc chloride/THF (96 mL) for 1 h at 0° C. followed by 1 h at 20° C.) and the mixture was refluxed in an atmosphere of argon for 2.5 h. After... The reactants are C1(=CC=CC=C1)S(=O)(=O)C1=CC=C(C=C1)Br (4-bromophenyl phenyl sulfone), O1CCCC1 (tetrahydrofuran), N#N.C1(=CC=CC=C1)C (nitrogen toluene), C(CCC)[Li] (n-butyl lithium). Run in CCCCCC (hexane). The product is C1(=CC=CC=C1)S(=O)(=O)C1=CC=C(C=C1)[Li] (4-phenylsulfonyl-phenyl lithium). RXN SMILES: [C:1]1([S:7]([C:10]2[CH:15]=[CH:14][C:13](Br)=[CH:12][CH:11]=2)(=[O:9])=[O:8])[CH:6]=[CH:5][CH:4]=[CH:3][CH:2]=1.O1CCCC1.N#N.C1(C)C=CC=CC=1.C([Li:35])CCC>CCCCCC>[C:1]1([S:7]([C:10]2[CH:15]=[CH:14][C:13]([Li:35])=[CH:12][CH:11]=2)(=[O:9])=[O:8])[CH:6]=[CH:5][CH:4]=[CH:3][CH:2]=1 |f:2.3|. Reported procedure: A solution of 30 grams (0.1 mole) of 4-bromophenyl phenyl sulfone in 500 ml. of tetrahydrofuran was cooled to -100° C. in a liquid nitrogen-toluene slush, and 42 ml. (0.1 mole) of 2.38 M n-butyl lithium in hexane was added, forming 4-phenylsulfonyl-phenyl lithium. After about 10 minutes, 9.5 grams (0.05 mole) of diethyl dichlorophosphoramide was added, and the reaction mixture was allowed to warm slowly to room temperature, and then to stand a room temperature for 18 hours, forming diethyl bis [... The solvent is [N+](=O)([O-])C (nitromethane). Isolated yield 70.0%. The product is F[Sb-](F)(F)(F)(F)F.COC1=CC=C(C[N+](C2=CC=CC=C2)(C)C)C=C1 (N-(4-methoxybenzyl)-N,N-dimethylanilinium hexafluorantimonate). Reaction SMILES: [CH3:1][O:2][C:3]1[CH:10]=[CH:9][C:6]([CH2:7]O)=[CH:5][CH:4]=1.[F:11][Sb-:12]([F:17])([F:16])([F:15])([F:14])[F:13].[CH3:18][N:19]([CH3:26])[C:20]1[CH:25]=[CH:24][CH:23]=[CH:22][CH:21]=1.S([O-])([O-])(=O)=O.[Mg+2]>[N+](C)([O-])=O>[F:11][Sb-:12]([F:17])([F:16])([F:15])([F:14])[F:13].[CH3:1][O:2][C:3]1[CH:10]=[CH:9][C:6]([CH2:7][N+:19]([CH3:26])([CH3:18])[C:20]2[CH:25]=[CH:24][CH:23]=[CH:22][CH:21]=2)=[CH:5][CH:4]=1 |f:1.2,3.4,6.7|. Procedure details: 13.81 g (0.1 mol) of 4-methoxybenzylalcohol and 35.78 g (0.1 mol) of N,N-dimethylaniline hexafluoroantimonate were dissolved in 100 g of nitromethane and, after the addition of 12.04 g (0.1 mol) of magnesium sulfate, allowed to react at 80° C. for 4 hours. After the completion of the reaction, the mixture was filtered and the filtrate was concentrated. The precipitated white solid was washed with ether and dried to give the titled compound. Yield: 70%. Starting materials: COC1=CC=C(CO)C=C1 (4-methoxybenzylalcohol), F[Sb-](F)(F)(F)(F)F.CN(C1=CC=CC=C1)C (N,N-dimethylaniline hexafluoroantimonate), S(=O)(=O)([O-])[O-].[Mg+2] (magnesium sulfate).